Dataset: the Open Reaction Database (ORD), a public repository of structured organic reaction records. Task: describe an organic reaction: reactants, conditions, products, and yield The reactants are FC(Br)(Br)F (Difluorodibromomethane), Cl (hydrochloric acid), C(C)N(CC)P(N(CC)CC)N(CC)CC (tris(diethylamino)phosphine), C(=C\C)/C1CCC(CC1)C1CCC(CC1)C=O ((E)-4′-(prop-1-en-1-yl)-[1,1′-bi(cyclohexane)]-4-carbaldehyde). The solvent is C1CCOC1 (THF). The product is FC(=CC1CCC(CC1)C1CCC(CC1)\C=C\C)F ((E)-4-(2,2-difluorovinyl)-4′-(prop-1-en-1-yl)-1,1′-bi(cyclohexane)), crystal. Reaction SMILES: [F:1][C:2]([F:5])(Br)Br.C(N(P(N(CC)CC)N(CC)CC)CC)C.[CH:22](/[CH:25]1[CH2:30][CH2:29][CH:28]([CH:31]2[CH2:36][CH2:35][CH:34]([CH:37]=O)[CH2:33][CH2:32]2)[CH2:27][CH2:26]1)=[CH:23]\[CH3:24].Cl>C1COCC1>[F:1][C:2]([F:5])=[CH:37][CH:34]1[CH2:35][CH2:36][CH:31]([CH:28]2[CH2:29][CH2:30][CH:25](/[CH:22]=[CH:23]/[CH3:24])[CH2:26][CH2:27]2)[CH2:32][CH2:33]1. Procedure: Difluorodibromomethane (29.9 g) was dissolved in THF (100 ml), and then a tris(diethylamino)phosphine (63.4 g) THF (20 ml) solution and an (E)-4′-(prop-1-en-1-yl)-[1,1′-bi(cyclohexane)]-4-carbaldehyde (20.0 g) THF (20 ml) solution were sequentially added dropwise in an ice bath under a nitrogen atmosphere. After completion of the reaction, 1 N hydrochloric acid was added, and extraction was carried out with toluene. An organic layer was washed with a saturated aqueous solution of sodium chloride... Yield: 87.0%. Procedure details: 151 g of potassium t-butoxide were added, whilst ice-cooling and stirring, to a solution of 152 g of salicyl alcohol in 600 ml of dimethylformamide, and the resulting mixture was stirred at room temperature for 30 minutes; 160 ml of benzyl bromide were then added dropwise to the mixture. The reaction mixture was then stirred at a temperature of from 30° to 40° C. for 2 hours, after which it was partitioned between ethyl acetate and water. The organic layer was washed twice, each time with a satu... The reactants are CCCCCC (hexane), CC(C)([O-])C.[K+] (potassium t-butoxide), C(C=1C(O)=CC=CC1)O (salicyl alcohol), C(C1=CC=CC=C1)Br (benzyl bromide). RXN SMILES: CC(C)([O-])C.[K+].[CH2:7]([OH:15])[C:8]1[C:9](=[CH:11][CH:12]=[CH:13][CH:14]=1)[OH:10].[CH2:16](Br)[C:17]1[CH:22]=[CH:21][CH:20]=[CH:19][CH:18]=1.CCCCCC>CN(C)C=O.C(OCC)(=O)C>[CH2:16]([O:10][C:9]1[CH:11]=[CH:12][CH:13]=[CH:14][C:8]=1[CH2:7][OH:15])[C:17]1[CH:22]=[CH:21][CH:20]=[CH:19][CH:18]=1 |f:0.1|. Run at time 30 minute. The product is C(C1=CC=CC=C1)OC1=C(CO)C=CC=C1 (2-benzyloxybenzyl alcohol). The solvent is C(C)(=O)OCC (ethyl acetate), CN(C=O)C (dimethylformamide). Reactants: CCO, CC(=O)O, COc1cccc(C=O)c1[N+](=O)[O-], Cl, [Fe], O. Product: COc1cccc(C=O)c1N. As a reaction SMILES: [CH3:15][CH2:16][OH:17].[CH3:18][C:19](=[O:20])[OH:21].[CH3:1][O:2][c:3]1[c:4]([N+:11]([O-:12])=[O:13])[c:5]([CH:6]=[O:7])[cH:8][cH:9][cH:10]1.[ClH:14].[Fe:23].[OH2:22]>>[CH3:1][O:2][c:3]1[c:4]([NH2:11])[c:5]([CH:6]=[O:7])[cH:8][cH:9][cH:10]1. The reactants are CC1=[Si](CCC1)Cl (Methylsilacyclopentenyl chloride), [Na] (sodium), CNC(C)=O (N-methylacetamide), [Cl-] (chloride), C1(=CC=CC=C1)C (toluene). Run at time 2 hour. Yields the product CC(C(=O)NC)[Si]1=CCCC1 (methylsilacyclopentenyl-N-methylacetamide). RXN SMILES: C[C:2]1[CH2:6][CH2:5][CH2:4][Si:3]=1Cl.[Na].[CH3:9][NH:10][C:11](=[O:13])[CH3:12].[Cl-].[C:15]1(C)C=CC=CC=1>>[CH3:15][CH:12]([Si:3]1[CH2:4][CH2:5][CH2:6][CH:2]=1)[C:11]([NH:10][CH3:9])=[O:13] |^1:7|. Procedure details: Methylsilacyclopentenyl chloride, 5 mols, was added to a slurry of 5.5 mols of the sodium salt of N-methylacetamide in 1500 ml. of dry toluene in a flask at such a rate as to keep the reaction mixture at a temperature below 60° C. After the addition of the chloride had been completed, the reaction mixture was stirred for 2 hours at room temperature, filtered to remove NaCl and the filtrate was fractionally distilled to give a moderate yield of methylsilacyclopentenyl-N-methylacetamide, b.p.=76° ... Reactants: Cl (HCl), CC=1CC2C(C=C(C(C2CC1C)=O)OC)=O (6,7-dimethyl-2-methoxy-4a,5,8,8a-tetrahydronaphthalene-1,4-dione), N#N (N2), N#N (N2), CO3. Run in CO (MeOH). Yields the product CC=1CC=2C(=CC(=C(C2CC1C)O)OC)O (5,8-dihydro-6,7-dimethyl-2-methoxynaphthalene-1,4-diol). RXN SMILES: [CH3:1][C:2]1[CH2:3][CH:4]2[CH:9]([CH2:10][C:11]=1[CH3:12])[C:8](=[O:13])[C:7]([O:14][CH3:15])=[CH:6][C:5]2=[O:16].N#N.Cl>CO>[CH3:1][C:2]1[CH2:3][C:4]2[C:5]([OH:16])=[CH:6][C:7]([O:14][CH3:15])=[C:8]([OH:13])[C:9]=2[CH2:10][C:11]=1[CH3:12]. Procedure details: A solution of 6,7-dimethyl-2-methoxy-4a,5,8,8a-tetrahydronaphthalene-1,4-dione (4.0 g, 18.2 mmol) in MeOH (600 mL) was purged with a stream of N2 for 10 min with stirring at rt. With continued N2 purging, solid K2 CO3 (2.51 g, 18.2 mmol, Baker) was added to the stirred solution. The solution immediately turned yellow. The reaction was allowed to stir for 30 min at rt under N2, after which it was brown. To this there was added a dilute HCl solution (10% concd HCl, 90% H2O, 200 mL) in one portion.... Reactants: C(C)(C)(C)OC(=O)C1=CC(=C(C=C1)C=1C=CC=C2C(=C(NC12)C(=O)OCC)CCCOC1=CC=CC2=CC=CC=C12)C (ethyl 7-(4-(tert-butoxycarbonyl)-2-methylphenyl)-3-(3-(naphthalen-1-yloxy)propyl)-1H-indole-2-carboxylate). Procedure details: A mixture of EXAMPLE 98C in dichoromethane (5 mL) and TFA (5 mL) was stirred at room temperature overnight and concentrated. The concentrate was partitioned between water (50 mL) and ethyl acetate (200 mL), and the organic phase was washed with brine and dried (Na2SO4), filtered and concentrated. 1H NMR (300 MHz, DMSO-d6) δ 12.88 (m, 1H), 11.00 (s, 1H), 8.22 (m, 1H), 7.85 (m, 3H), 7.86 (m, 1H), 7.73 (d, 1H), 7.32-7.55 (m, 5H), 7.08 (m, 2H), 6.92 (d, 1H), 4.25 (m, 4H), 3.36 (t, 2H), 2.24 (t, 2H),... Reaction SMILES: C([O:5][C:6]([C:8]1[CH:13]=[CH:12][C:11]([C:14]2[CH:15]=[CH:16][CH:17]=[C:18]3[C:22]=2[NH:21][C:20]([C:23]([O:25][CH2:26][CH3:27])=[O:24])=[C:19]3[CH2:28][CH2:29][CH2:30][O:31][C:32]2[C:41]3[C:36](=[CH:37][CH:38]=[CH:39][CH:40]=3)[CH:35]=[CH:34][CH:33]=2)=[C:10]([CH3:42])[CH:9]=1)=[O:7])(C)(C)C>ClCCl.C(O)(C(F)(F)F)=O>[CH2:26]([O:25][C:23]([C:20]1[NH:21][C:22]2[C:18]([C:19]=1[CH2:28][CH2:29][CH2:30][O:31][C:32]1[C:41]3[C:36](=[CH:37][CH:38]=[CH:39][CH:40]=3)[CH:35]=[CH:34][CH:33]=1)=[CH:17][CH:16]=[CH:15][C:14]=2[C:11]1[CH:12]=[CH:13][C:8]([C:6]([OH:7])=[O:5])=[CH:9][C:10]=1[CH3:42])=[O:24])[CH3:27]. The product is C(C)OC(=O)C=1NC2=C(C=CC=C2C1CCCOC1=CC=CC2=CC=CC=C12)C1=C(C=C(C(=O)O)C=C1)C (4-(2-(ethoxycarbonyl)-3-(3-(1-naphthyloxy)propyl)-1H-indol-7-yl)-3-methylbenzoic acid). Solvent: ClCCl (dichoromethane), C(=O)(C(F)(F)F)O (TFA).